This data is from the Open Reaction Database (ORD), a public repository of structured organic reaction records. The task is: describe an organic reaction: reactants, conditions, products, and yield Reactants: C([O-])([O-])=O.[K+].[K+] (Potassium carbonate), C(C)(CC)S(=O)(=O)NC(C1=C(C=C(C(=C1)F)F)F)=O (N-(sec-butylsulfonyl)-2,4,5-trifluorobenzamide), ClC=1C=C(C=NC1OC)O (5-chloro-6-methoxypyridin-3-ol). Run in CS(=O)C (DMSO), CS(=O)C (DMSO), O (water). Run at temperature 90 celsius. The product is C(C)(CC)S(=O)(=O)NC(C1=C(C=C(C(=C1)F)OC=1C=NC(=C(C1)Cl)OC)F)=O (N-(sec-butylsulfonyl)-4-[(5-chloro-6-methoxypyridin-3-yl)oxy]-2,5-difluorobenzamide). The yield is 52.1%. RXN SMILES: C(=O)([O-])[O-].[K+].[K+].[CH:7]([S:11]([NH:14][C:15](=[O:25])[C:16]1[CH:21]=[C:20]([F:22])[C:19](F)=[CH:18][C:17]=1[F:24])(=[O:13])=[O:12])([CH2:9][CH3:10])[CH3:8].[Cl:26][C:27]1[CH:28]=[C:29]([OH:35])[CH:30]=[N:31][C:32]=1[O:33][CH3:34]>CS(C)=O.O>[CH:7]([S:11]([NH:14][C:15](=[O:25])[C:16]1[CH:21]=[C:20]([F:22])[C:19]([O:35][C:29]2[CH:30]=[N:31][C:32]([O:33][CH3:34])=[C:27]([Cl:26])[CH:28]=2)=[CH:18][C:17]=1[F:24])(=[O:13])=[O:12])([CH2:9][CH3:10])[CH3:8] |f:0.1.2|. Procedure details: Potassium carbonate (0.140 g, 1.01 mmol) was added to a stirred solution of N-(sec-butylsulfonyl)-2,4,5-trifluorobenzamide (Preparation 68, 0.090 g, 0.30 mmol) in DMSO (1 mL). After 10 minutes a solution of 5-chloro-6-methoxypyridin-3-ol (Preparation 77, 0.088 g, 0.51 mmol) in DMSO (2 mL) was added at room temperature. The mixture was heated at 90° C. for 72 hours. The reaction mixture was diluted with water (25 mL) and extracted with EtOAc (3×25 mL). The combined organics were washed with water... The reactants are N(=NC(=O)OCC)C(=O)OCC (Diethyl azodicarboxylate), ClC=1C(=C2N=C(C(=NC2=CC1Cl)OC)OC)NS(=O)(=O)C (N-(6,7-dichloro-2,3-dimethoxyquinoxalin-5-yl)methanesulphonamide), OCC=1C=NC=CC1 (3-(hydroxymethyl)pyridine), C1(=CC=CC=C1)P(C1=CC=CC=C1)C1=CC=CC=C1 (triphenylphosphine). Solvent: O1CCCC1 (tetrahydrofuran). Conditions: time 8 hour. Product: ClC=1C(=C2N=C(C(=NC2=CC1Cl)OC)OC)N(S(=O)(=O)C)CC=1C=NC=CC1 (N-(6,7-dichloro-2,3-dimethoxyquinoxalin-5-yl)-N-(3-pyridylmethyl)methanesulphonamide). Yield: 57.4%. Reaction SMILES: N(C(OCC)=O)=NC(OCC)=O.[Cl:13][C:14]1[C:15]([NH:29][S:30]([CH3:33])(=[O:32])=[O:31])=[C:16]2[C:21](=[CH:22][C:23]=1[Cl:24])[N:20]=[C:19]([O:25][CH3:26])[C:18]([O:27][CH3:28])=[N:17]2.O[CH2:35][C:36]1[CH:37]=[N:38][CH:39]=[CH:40][CH:41]=1.C1(P(C2C=CC=CC=2)C2C=CC=CC=2)C=CC=CC=1>O1CCCC1>[Cl:13][C:14]1[C:15]([N:29]([CH2:35][C:36]2[CH:37]=[N:38][CH:39]=[CH:40][CH:41]=2)[S:30]([CH3:33])(=[O:32])=[O:31])=[C:16]2[C:21](=[CH:22][C:23]=1[Cl:24])[N:20]=[C:19]([O:25][CH3:26])[C:18]([O:27][CH3:28])=[N:17]2. Reported procedure: Diethyl azodicarboxylate (90 μl, 0.57 mmol) was added to a stirred solution of N-(6,7-dichloro-2,3-dimethoxyquinoxalin-5-yl)methanesulphonamide (200 mg, 0.57 mmol - see Preparation 3), 3-(hydroxymethyl)pyridine (55 gl, 5 0.57 mmol), and triphenylphosphine (149 mg, 0.57 mmol) in dry tetrahydrofuran (12 ml) under nitrogen at 23° C. After 8 hours, the solvent was removed under reduced pressure and the residue was purified by flash chromatography (gradient elution with ether/methanol) to give N-(6,7... Reactants: Cl.N1CCC(CC1)C1=CC=C(N)C=C1 (4-(piperidin-4-yl)aniline hydrochloride), BrCC1=CC=C(C=C1)C(C(F)(F)F)(C(F)(F)F)O (2-(4-(bromomethyl)phenyl)-1,1,1,3,3,3-hexafluoropropan-2-ol), C([O-])([O-])=O.[K+].[K+] (potassium carbonate). Solvent: C(C)#N (acetonitrile). Conditions: temperature 60 celsius. The product is NC1=CC=C(C=C1)C1CCN(CC1)CC1=CC=C(C=C1)C(C(F)(F)F)(C(F)(F)F)O (2-(4-((4-(4-Aminophenyl)piperidin-1-yl)methyl)phenyl)-1,1,1,3,3,3-hexafluoropropan-2-ol). The yield is 12.6%. RXN SMILES: Cl.[NH:2]1[CH2:7][CH2:6][CH:5]([C:8]2[CH:14]=[CH:13][C:11]([NH2:12])=[CH:10][CH:9]=2)[CH2:4][CH2:3]1.Br[CH2:16][C:17]1[CH:22]=[CH:21][C:20]([C:23]([OH:32])([C:28]([F:31])([F:30])[F:29])[C:24]([F:27])([F:26])[F:25])=[CH:19][CH:18]=1.C(=O)([O-])[O-].[K+].[K+]>C(#N)C>[NH2:12][C:11]1[CH:13]=[CH:14][C:8]([CH:5]2[CH2:6][CH2:7][N:2]([CH2:16][C:17]3[CH:18]=[CH:19][C:20]([C:23]([OH:32])([C:24]([F:25])([F:26])[F:27])[C:28]([F:29])([F:30])[F:31])=[CH:21][CH:22]=3)[CH2:3][CH2:4]2)=[CH:9][CH:10]=1 |f:0.1,3.4.5|. Procedure: A mixture of 4-(piperidin-4-yl)aniline hydrochloride (14.10 mmol, 3 g), 2-(4-(bromomethyl)phenyl)-1,1,1,3,3,3-hexafluoropropan-2-ol (14.10 mmol, 4.75 g) and potassium carbonate (42.3 mmol, 5.85 g) in acetonitrile was heated to 60° C. (heating block temperature) for 20 hours. The reaction was concentrated under reduced pressure and dichloromethane was added. The mixture was chromatographed on silica (eluting with a gradient of dichloromethane to ethyl acetate) to give the title compound (770 mg).... Reactants: Cc1ccc(S(=O)(=O)NC(C)(C)C)c(F)c1, ClC(Cl)(Cl)Cl, CC(C)(C#N)N=NC(C)(C)C#N, O=C1CCC(=O)N1Br. Yields the product CC(C)(C)NS(=O)(=O)c1ccc(CBr)cc1F. As a reaction SMILES: [C:1]([CH3:2])([CH3:3])([CH3:4])[NH:5][S:6](=[O:7])(=[O:8])[c:9]1[c:10]([F:16])[cH:11][c:12]([CH3:15])[cH:13][cH:14]1.[Cl:37][C:38]([Cl:39])([Cl:40])[Cl:41].[N:25]#[C:26][C:27]([N:28]=[N:29][C:30]([C:31]#[N:32])([CH3:33])[CH3:34])([CH3:35])[CH3:36].[O:17]=[C:18]1[N:19]([Br:24])[C:20](=[O:21])[CH2:22][CH2:23]1>>[C:1]([CH3:2])([CH3:3])([CH3:4])[NH:5][S:6](=[O:7])(=[O:8])[c:9]1[c:10]([F:16])[cH:11][c:12]([CH2:15][Br:24])[cH:13][cH:14]1. Reactants: ClCCN(CCCl)C=1C(=CC(=C(C(=O)N)C1)[N+](=O)[O-])[N+](=O)[O-] (5-[N,N-bis(2-chloroethyl)amino]-2,4-dinitrobenzamide). Run in O=S(Cl)Cl (SOCl2), N#N (N2). Product: ClCCN(CCCl)C=1C(=CC(=C(C#N)C1)[N+](=O)[O-])[N+](=O)[O-] (5-[N,N-bis(2-chloroethyl)amino]-2,4-dinitrobenzonitrile). Isolated yield 0.1%. As a reaction SMILES: [Cl:1][CH2:2][CH2:3][N:4]([C:8]1[C:9]([N+:20]([O-:22])=[O:21])=[CH:10][C:11]([N+:17]([O-:19])=[O:18])=[C:12]([CH:16]=1)[C:13]([NH2:15])=O)[CH2:5][CH2:6][Cl:7]>O=S(Cl)Cl.N#N>[Cl:1][CH2:2][CH2:3][N:4]([C:8]1[C:9]([N+:20]([O-:22])=[O:21])=[CH:10][C:11]([N+:17]([O-:19])=[O:18])=[C:12]([CH:16]=1)[C:13]#[N:15])[CH2:5][CH2:6][Cl:7]. Procedure: A solution of 5-[N,N-bis(2-chloroethyl)amino]-2,4-dinitrobenzamide (1) (VII) (0.20 g, 0.57 mol) in SOCl2 (5 mL) was heated under reflux in N2 for 84 h. Excess SOCl2 was removed under reduced pressure, and the residue was chromatographed on silica gel. Elution with EtOAc/petroleum ether (3:7) gave 5-[N,N-bis(2-chloroethyl)amino]-2,4-dinitrobenzonitrile (7) (Ic: X=Cl, R=CN) (0.16 g, 87%), mp (CHCl3) 127° C. 1H NMR (CD3COCD3) δ 8.79 (s, 1 H, H-3), 8.19 (s, 1 H, H-6), 3.93 (s, 8 H, NCH2CH2Cl). 13C N... Starting materials: FC(C(=O)O)(F)F (Trifluoroacetic acid), C(C)(C)(C)OC(=O)N1CCN(CC1)C(C(CC1=CC=CC=C1)NC(=O)C=1NC2=CC=C(C=C2C1)Cl)=O (4-{2-[(5-chloro-1H-indole-2-carbonyl)-amino]-3-phenyl-propionyl}-piperazine-1-carboxylic acid tert-butyl ester). Run at time 0.3 hour. The product is C(C1=CC=CC=C1)C(C(N1CCNCC1)=O)NC(=O)C=1NC2=CC=C(C=C2C1)Cl (5-Chloro-1H-indole-2-carboxylic acid (1-benzyl-2-oxo-2-piperazin-1-yl-ethyl)-amide). RXN SMILES: FC(F)(F)C(O)=O.C(OC([N:15]1[CH2:20][CH2:19][N:18]([C:21](=[O:43])[CH:22]([NH:30][C:31]([C:33]2[NH:34][C:35]3[C:40]([CH:41]=2)=[CH:39][C:38]([Cl:42])=[CH:37][CH:36]=3)=[O:32])[CH2:23][C:24]2[CH:29]=[CH:28][CH:27]=[CH:26][CH:25]=2)[CH2:17][CH2:16]1)=O)(C)(C)C>>[CH2:23]([CH:22]([NH:30][C:31]([C:33]1[NH:34][C:35]2[C:40]([CH:41]=1)=[CH:39][C:38]([Cl:42])=[CH:37][CH:36]=2)=[O:32])[C:21](=[O:43])[N:18]1[CH2:17][CH2:16][NH:15][CH2:20][CH2:19]1)[C:24]1[CH:25]=[CH:26][CH:27]=[CH:28][CH:29]=1. Reported procedure: Trifluoroacetic acid (4 ml) was added to 4-{2-[(5-chloro-1H-indole-2-carbonyl)-amino]-3-phenyl-propionyl}-piperazine-1-carboxylic acid tert-butyl ester (0.6 mmol) at 0° C. and the resulting solution was stirred for 0.3 hours and concentrated. The residue was partitioned between ethyl acetate and 2 N NaOH, the organic layer separated and washed with brine, dried over Na2SO4, concentrated and the resulting solid triturated with ether: Yield 189 mg, 77%; HPLC (60/40) 2.63 minutes (99%); The reactants are CC(C)(C)OC(=O)NC(Cc1ccccc1)C(O)COS(C)(=O)=O, CCOC(C)=O, O. Yields the product CC(C)(C)OC(=O)NC(Cc1ccccc1)C1CO1. Reaction SMILES: [C:1]([CH3:2])([CH3:3])([CH3:4])[O:5][C:6](=[O:7])[NH:8][CH:9]([CH:10]([CH2:11][O:12][S:13]([CH3:14])(=[O:15])=[O:16])[OH:17])[CH2:18][c:19]1[cH:20][cH:21][cH:22][cH:23][cH:24]1.[CH3:25][CH2:26][O:27][C:28](=[O:29])[CH3:30].[OH2:31]>>[C:1]([CH3:2])([CH3:3])([CH3:4])[O:5][C:6](=[O:7])[NH:8][CH:9]([CH:10]1[CH2:11][O:17]1)[CH2:18][c:19]1[cH:20][cH:21][cH:22][cH:23][cH:24]1.